This data is from the Open Reaction Database (ORD), a public repository of structured organic reaction records. The task is: describe an organic reaction: reactants, conditions, products, and yield Reactants: ClCCl, CC(C)(C)c1ccc2c(c1)c(Sc1ccccc1)c(CC(=O)O)n2Cc1ccc(Cl)cc1, O=C(OO)c1cccc(Cl)c1. The product is CC(C)(C)c1ccc2c(c1)c(S(=O)c1ccccc1)c(CC(=O)O)n2Cc1ccc(Cl)cc1. RXN SMILES: [CH2:44]([Cl:45])[Cl:46].[Cl:1][c:2]1[cH:3][cH:4][c:5]([CH2:6][n:7]2[c:8]([CH2:27][C:28](=[O:29])[OH:30])[c:9]([S:20][c:21]3[cH:22][cH:23][cH:24][cH:25][cH:26]3)[c:10]3[cH:11][c:12]([C:16]([CH3:17])([CH3:18])[CH3:19])[cH:13][cH:14][c:15]23)[cH:31][cH:32]1.[Cl:33][c:34]1[cH:35][cH:36][cH:37][c:38]([C:39]([O:40][OH:42])=[O:41])[cH:43]1>>[Cl:1][c:2]1[cH:3][cH:4][c:5]([CH2:6][n:7]2[c:8]([CH2:27][C:28](=[O:29])[OH:30])[c:9]([S:20]([c:21]3[cH:22][cH:23][cH:24][cH:25][cH:26]3)=[O:41])[c:10]3[cH:11][c:12]([C:16]([CH3:17])([CH3:18])[CH3:19])[cH:13][cH:14][c:15]23)[cH:31][cH:32]1.